The task is: describe an organic reaction: reactants, conditions, products, and yield. This data is from the Open Reaction Database (ORD), a public repository of structured organic reaction records. The reactants are C(C)(=O)[O-].[Na+] (sodium acetate), BrBr (bromine), FC1=C(N)C=CC(=C1)F (2,4-difluoroaniline). The solvent is O (water), O (water), C(C)(=O)O (acetic acid), C(C)(=O)O (acetic acid). Yields the product BrC1=C(N)C(=CC(=C1)F)F (2-bromo-4,6-difluoroaniline). As a reaction SMILES: [Br:1]Br.[F:3][C:4]1[CH:10]=[C:9]([F:11])[CH:8]=[CH:7][C:5]=1[NH2:6].C([O-])(=O)C.[Na+]>C(O)(=O)C.O>[Br:1][C:7]1[CH:8]=[C:9]([F:11])[CH:10]=[C:4]([F:3])[C:5]=1[NH2:6] |f:2.3|. Procedure details: A solution of bromine (16.0 g; 0.10 mol) in glacial acetic acid (25 ml) is added dropwise to a solution of 2,4-difluoroaniline (12.9 g; 0.10 mol) in glacial acetic acid (75 ml) while maintaining the temperature of the reaction mixture below 25° C. The reaction mixture is stirred an additional 0.5 hour during which time a solution of sodium acetate (5.48 g; 0.137 mol) in water (100 ml) is added. The reaction mixture is then diluted with water (300 ml), the precipitated purple solid is filtered, w...